Dataset: the Open Reaction Database (ORD), a public repository of structured organic reaction records. Task: describe an organic reaction: reactants, conditions, products, and yield Starting materials: CC(C)(C)OC(=O)n1ccc2cc(CCl)ccc21, SC1CCCCC1, [Cl-], [K+], [K+], [NH4+], O=C([O-])[O-], CN(C)C=O. The product is CC(C)(C)OC(=O)n1ccc2cc(CSC3CCCCC3)ccc21. RXN SMILES: [C:1]([CH3:2])([CH3:3])([CH3:4])[O:5][C:6](=[O:7])[n:8]1[cH:9][cH:10][c:11]2[cH:12][c:13]([CH2:17][Cl:18])[cH:14][cH:15][c:16]12.[CH:19]1([SH:25])[CH2:20][CH2:21][CH2:22][CH2:23][CH2:24]1.[Cl-:37].[K+:26].[K+:27].[NH4+:38].[O-:28][C:29]([O-:30])=[O:31].[O:32]=[CH:33][N:34]([CH3:35])[CH3:36]>>[C:1]([CH3:2])([CH3:3])([CH3:4])[O:5][C:6](=[O:7])[n:8]1[cH:9][cH:10][c:11]2[cH:12][c:13]([CH2:17][S:25][CH:19]3[CH2:20][CH2:21][CH2:22][CH2:23][CH2:24]3)[cH:14][cH:15][c:16]12. Reactants: C(CCC)[Li] (n-butyllithium), CI (methyl iodide), BrC1=NC(=CC=C1)C (2-bromo-6-methylpyridine), C(C)(C)NC(C)C (diisopropylamine), C(=O)=O.CC(=O)C (dry-ice acetone). The solvent is O (water), O1CCCC1 (tetrahydrofuran), hexanes. Product: BrC1=NC(=CC=C1)CC (2-bromo-6-ethyl-pyridine). Isolated yield 75.0%. As a reaction SMILES: [CH2:1]([Li])CCC.C(NC(C)C)(C)C.C(=O)=O.CC(C)=O.[Br:20][C:21]1[CH:26]=[CH:25][CH:24]=[C:23]([CH3:27])[N:22]=1.CI>O1CCCC1.O>[Br:20][C:21]1[CH:26]=[CH:25][CH:24]=[C:23]([CH2:27][CH3:1])[N:22]=1 |f:2.3|. Procedure details: Add under nitrogen a solution of 2.5; M n-butyllithium in hexanes (186.74; mL, 0.467; mol) over 41; min to a solution of diisopropylamine (68.7; mL, 0.488; mol) in tetrahydrofuran (745; mL, 9.16; mol) at −78° C. (dry-ice/acetone bath). Stir for 15; min and add 2-bromo-6-methylpyridine (49.3; mL, 0.424; mol) dropwise over 22; min. Stir 15; min, add methyl iodide (52.87; mL, 0.848; mol) dropwise over 1; hour and then warm to room temperature over 1.5; hour. Add water (250; mL) while cooling with a... The reactants are COC(C1=CC(=CC=C1)C1=NC(=NC(=C1)C)N(C)C)=O (3-(2-dimethylamino-6-methyl-pyrimidin-4-yl)-benzoic acid methyl ester), [H-].[Na+] (NaH), O=C(CC(=O)C=1C=C(C(=O)O)C=CC1)C (3-(3-oxo-butyryl)-benzoic acid), Cl.CNC(=N)N (N-methylguanidine hydrochloride). The solvent is CC(C)O (2-propanol), O (H2O). Run at temperature 50 celsius, time 10 minute. Yields the product C(C)(C)(C)OC(CC(=O)C1=CC(=CC=C1)C1=NC(=NC(=C1)C)N(C)C)=O (3-[3-(6-Methyl-dimethylamino-pyrimidin-4-yl)-phenyl]-3-oxo-propionic acid tert-butyl ester), methyl ester. Reaction SMILES: CO[C:3](=[O:20])[C:4]1[CH:9]=[CH:8][CH:7]=[C:6]([C:10]2[CH:15]=[C:14]([CH3:16])[N:13]=[C:12]([N:17]([CH3:19])[CH3:18])[N:11]=2)[CH:5]=1.[H-].[Na+].Cl.CNC(N)=N.O=C(C)CC(C1C=[C:36](C=CC=1)[C:37]([OH:39])=[O:38])=O>CC(O)C.O>[C:4]([O:39][C:37](=[O:38])[CH2:36][C:3]([C:4]1[CH:9]=[CH:8][CH:7]=[C:6]([C:10]2[CH:15]=[C:14]([CH3:16])[N:13]=[C:12]([N:17]([CH3:18])[CH3:19])[N:11]=2)[CH:5]=1)=[O:20])([CH3:9])([CH3:5])[CH3:3] |f:1.2,3.4|. Reported procedure: The title compound was prepared from 3-(2-dimethylamino-6-methyl-pyrimidin-4-yl)-benzoic acid methyl ester [prepared by the following procedure: A mixture of NaH (50% dispersion in mineral oil, 1.56 g, 32.5 mmol) in 2-propanol (45 ml) was stirred at 50° C. for 10 min. N-methylguanidine hydrochloride (3.3 g, 30 mmol) was added and stirring was continued for 10 min. After the addition of 3-(3-oxo-butyryl)-benzoic acid (3.1 g, 15 mmol), the mixture was stirred at 80° C. for 48 h. After cooling to R... Reported procedure: This compound was prepared according to the procedure of Example 2. A mixture of 4.1 g (0.02 mol) of 1-(4-nitrophenyl)piperazine, 3.3 g (0.02 mol) of 5-(2-chloroethyl)-3-methyl-2-oxazolidinone, 6.4 g (0.06 mol) of anhydrous sodium carbonate and 0.4 g of potassium iodide in 100 mL of 1-butanol gave 5.3 g (79%) of yellow solid, mp 155°-156° C. (acetonitrile). Solvent: C(CCC)O (1-butanol), C(C)#N (acetonitrile). RXN SMILES: [N+:1]([C:4]1[CH:9]=[CH:8][C:7]([N:10]2[CH2:15][CH2:14][NH:13][CH2:12][CH2:11]2)=[CH:6][CH:5]=1)([O-:3])=[O:2].Cl[CH2:17][CH2:18][CH:19]1[O:23][C:22](=[O:24])[N:21]([CH3:25])[CH2:20]1.C(=O)([O-])[O-].[Na+].[Na+].[I-].[K+]>C(O)CCC.C(#N)C>[CH3:25][N:21]1[CH2:20][CH:19]([CH2:18][CH2:17][N:13]2[CH2:14][CH2:15][N:10]([C:7]3[CH:6]=[CH:5][C:4]([N+:1]([O-:3])=[O:2])=[CH:9][CH:8]=3)[CH2:11][CH2:12]2)[O:23][C:22]1=[O:24] |f:2.3.4,5.6|. Yields the product CN1C(OC(C1)CCN1CCN(CC1)C1=CC=C(C=C1)[N+](=O)[O-])=O (3-Methyl-5-[2-[4-(4-nitrophenyl)-1-piperazinyl]ethyl]-2-oxazolidinone). Isolated yield 79.3%. The reactants are [N+](=O)([O-])C1=CC=C(C=C1)N1CCNCC1 (1-(4-nitrophenyl)piperazine), ClCCC1CN(C(O1)=O)C (5-(2-chloroethyl)-3-methyl-2-oxazolidinone), C([O-])([O-])=O.[Na+].[Na+] (sodium carbonate), [I-].[K+] (potassium iodide). Yields the product COC1=C(C(=O)N2CC(CC2)(C2=CC=CC=C2)CCN2CCC(CC2)NC2=NC3=C(N2CCOCC)C=CC=C3)C=C(C=C1)F (1-(2-methoxy-5-fluorobenzoyl)-3-(2-(4-(1-(2-ethoxyethyl)-1H-benzimidazol-2-yl-amino)piperidin-1-yl)ethyl)-3-phenylpyrrolidine). Procedure: Prepare by the method of Example 59.1 using 2-methoxy-5-fluorobenzoic acid and 3-(2-(4-(1-(2-ethoxyethyl)-1H-benzimidazol-2-yl-amino)piperidin-1-yl)ethyl)-3-phenylpyrrolidine hydrochloric acid salt (prepared from (−)-3-(2-hydroxyethyl)-3-phenylpyrrolidine (R,R)-di-p-anisoyltartaric acid salt) to give the title compound. The reactants are COC1=C(C(=O)O)C=C(C=C1)F (2-methoxy-5-fluorobenzoic acid), Cl.C(C)OCCN1C(=NC2=C1C=CC=C2)NC2CCN(CC2)CCC2(CNCC2)C2=CC=CC=C2 (3-(2-(4-(1-(2-ethoxyethyl)-1H-benzimidazol-2-yl-amino)piperidin-1-yl)ethyl)-3-phenylpyrrolidine hydrochloric acid salt). Reaction SMILES: [CH3:1][O:2][C:3]1[CH:11]=[CH:10][C:9]([F:12])=[CH:8][C:4]=1[C:5]([OH:7])=O.Cl.[CH2:14]([O:16][CH2:17][CH2:18][N:19]1[C:23]2[CH:24]=[CH:25][CH:26]=[CH:27][C:22]=2[N:21]=[C:20]1[NH:28][CH:29]1[CH2:34][CH2:33][N:32]([CH2:35][CH2:36][C:37]2([C:42]3[CH:47]=[CH:46][CH:45]=[CH:44][CH:43]=3)[CH2:41][CH2:40][NH:39][CH2:38]2)[CH2:31][CH2:30]1)[CH3:15]>>[CH3:1][O:2][C:3]1[CH:11]=[CH:10][C:9]([F:12])=[CH:8][C:4]=1[C:5]([N:39]1[CH2:40][CH2:41][C:37]([CH2:36][CH2:35][N:32]2[CH2:33][CH2:34][CH:29]([NH:28][C:20]3[N:19]([CH2:18][CH2:17][O:16][CH2:14][CH3:15])[C:23]4[CH:24]=[CH:25][CH:26]=[CH:27][C:22]=4[N:21]=3)[CH2:30][CH2:31]2)([C:42]2[CH:47]=[CH:46][CH:45]=[CH:44][CH:43]=2)[CH2:38]1)=[O:7] |f:1.2|. The product is Cc1c(C(O)CC(C)C)oc2ccc(Cl)cc12. The reactants are [Br-], CC(C)C[Mg+], [Cl-], Cc1c(C=O)oc2ccc(Cl)cc12, [NH4+], C1CCOC1. As a reaction SMILES: [Br-:14].[CH2:15]([CH:16]([CH3:17])[CH3:18])[Mg+:19].[Cl-:20].[Cl:1][c:2]1[cH:3][cH:4][c:5]2[c:6]([c:7]([CH3:12])[c:8]([CH:10]=[O:11])[o:9]2)[cH:13]1.[NH4+:21].[O:22]1[CH2:23][CH2:24][CH2:25][CH2:26]1>>[Cl:1][c:2]1[cH:3][cH:4][c:5]2[c:6]([c:7]([CH3:12])[c:8]([CH:10]([OH:11])[CH2:15][CH:16]([CH3:17])[CH3:18])[o:9]2)[cH:13]1. Reactants: NC1=C(C=CC=C1)NC(C1=CC=C(C=C1)CN1C(C2=CC=CC(=C2C1)Br)=O)=O (N-(2-aminophenyl)-4-((4-bromo-1-oxoisoindolin-2-yl)methyl)benzamide), C(N)(=O)C=1C=C(C=CC1)B(O)O (3-carbamoylphenyl boronic acid). The product is NC1=C(C=CC=C1)NC(=O)C1=CC=C(C=C1)CN1C(C2=CC=CC(=C2C1)C=1C=C(C(=O)N)C=CC1)=O (3-[2-(4-[(2-aminophenyl)carbamoyl]phenylmethyl)-1-oxo-2,3-dihydro-1H-isoindol-4-yl]benzamide). Isolated yield 73.0%. Reaction SMILES: [NH2:1][C:2]1[CH:7]=[CH:6][CH:5]=[CH:4][C:3]=1[NH:8][C:9](=[O:28])[C:10]1[CH:15]=[CH:14][C:13]([CH2:16][N:17]2[CH2:25][C:24]3[C:19](=[CH:20][CH:21]=[CH:22][C:23]=3Br)[C:18]2=[O:27])=[CH:12][CH:11]=1.[C:29]([C:32]1[CH:33]=[C:34](B(O)O)[CH:35]=[CH:36][CH:37]=1)(=[O:31])[NH2:30]>>[NH2:1][C:2]1[CH:7]=[CH:6][CH:5]=[CH:4][C:3]=1[NH:8][C:9]([C:10]1[CH:15]=[CH:14][C:13]([CH2:16][N:17]2[CH2:25][C:24]3[C:19](=[CH:20][CH:21]=[CH:22][C:23]=3[C:36]3[CH:37]=[C:32]([CH:33]=[CH:34][CH:35]=3)[C:29]([NH2:30])=[O:31])[C:18]2=[O:27])=[CH:12][CH:11]=1)=[O:28]. Procedure: The procedure of Example 2 was repeated except for using N-(2-aminophenyl)-4-((4-bromo-1-oxoisoindolin-2-yl)methyl)benzamide obtained in Example 9 instead of N-(2-aminophenyl)-4-((4-bromo-5,6-dimethoxy-1-oxoisoindolin-2-yl)methyl)benzamide, and 3-carbamoylphenyl boronic acid instead of phenyl boronic acid, to obtain the title compound (73%).